Dataset: the Open Reaction Database (ORD), a public repository of structured organic reaction records. Task: describe an organic reaction: reactants, conditions, products, and yield The reactants are ClC1=NC=CC(=N1)C(F)(F)F (2-chloro-4-trifluoromethyl-pyrimidine), ClC=1C=C(C=CC1Cl)Br (3,4-dichlorobromobenzene), 1A. The product is ClC1=NC(=CC(=N1)C1=CC(=C(C=C1)Cl)Cl)C(F)(F)F (2-chloro-4-(3,4-dichlorophenyl)-6-trifluoromethylpyrimidine). Reaction SMILES: [Cl:1][C:2]1[N:7]=[C:6]([C:8]([F:11])([F:10])[F:9])[CH:5]=[CH:4][N:3]=1.[Cl:12][C:13]1[CH:14]=[C:15](Br)[CH:16]=[CH:17][C:18]=1[Cl:19]>>[Cl:1][C:2]1[N:3]=[C:4]([C:16]2[CH:15]=[CH:14][C:13]([Cl:12])=[C:18]([Cl:19])[CH:17]=2)[CH:5]=[C:6]([C:8]([F:11])([F:9])[F:10])[N:7]=1. Reported procedure: 4A was prepared from 2-chloro-4-trifluoromethyl-pyrimidine and 3,4-dichlorobromobenzene by the method reported for 1A. (Method A) 1H NMR 1H, (8.29,8.28,d) 1H, (8.01,8.00,7.98,7.97,dd) 1H, (7.92,s) 1H, (7.66,7.63,d) The product is C(C)OC(C1=CC(=C(C=C1)OC1=CN=C(S1)N)F)=O (4-(2-amino-thiazol-5-yloxy)-3-fluoro-benzoic acid ethyl ester). Procedure: To a solution of 5-Bromothiazole-2-amine hydrobromide (1.55 g, 5.97 mmol) in acetone (100 mL) was added 3-fluoro-4-hydroxy benzoic acid ethyl ester (1.1 g, 5.97 mmol) and cesium carbonate (3.89 g, 11.94 mmol) under argon atmosphere and refluxed for 5 hrs. The reaction mixture was cooled to room temperature and filtered; the filtrate was concentrated under reduced pressure. The residue was partitioned in between ethyl acetate and water. The layers were separated, the organic layer was washed with... Yield: 40.3%. The reactants are Br.BrC1=CN=C(S1)N (5-Bromothiazole-2-amine hydrobromide), C(C)OC(C1=CC(=C(C=C1)O)F)=O (3-fluoro-4-hydroxy benzoic acid ethyl ester), C([O-])([O-])=O.[Cs+].[Cs+] (cesium carbonate). As a reaction SMILES: Br.Br[C:3]1[S:7][C:6]([NH2:8])=[N:5][CH:4]=1.[CH2:9]([O:11][C:12](=[O:21])[C:13]1[CH:18]=[CH:17][C:16]([OH:19])=[C:15]([F:20])[CH:14]=1)[CH3:10].C(=O)([O-])[O-].[Cs+].[Cs+]>CC(C)=O>[CH2:9]([O:11][C:12](=[O:21])[C:13]1[CH:18]=[CH:17][C:16]([O:19][C:3]2[S:7][C:6]([NH2:8])=[N:5][CH:4]=2)=[C:15]([F:20])[CH:14]=1)[CH3:10] |f:0.1,3.4.5|. Run in CC(=O)C (acetone).